From a dataset of the Open Reaction Database (ORD), a public repository of structured organic reaction records. describe an organic reaction: reactants, conditions, products, and yield The reactants are CC(C)=CCCC(C)=CCCC(C)=CCCC(=O)Cl, CCN1CCC(O)CC1, [Na+], [OH-], c1ccncc1, c1ccccc1. The product is CCN1CCC(OC(=O)CCC=C(C)CCC=C(C)CCC=C(C)C)CC1. As a reaction SMILES: [CH2:16]([CH:17]=[C:18]([CH3:19])[CH2:20][CH2:21][CH:22]=[C:23]([CH3:24])[CH2:25][CH2:26][CH:27]=[C:28]([CH3:29])[CH3:30])[CH2:31][C:32](=[O:33])[Cl:34].[CH2:1]([CH3:2])[N:3]1[CH2:4][CH2:5][CH:6]([OH:9])[CH2:7][CH2:8]1.[Na+:36].[OH-:35].[cH:10]1[cH:11][cH:12][n:13][cH:14][cH:15]1.[cH:37]1[cH:38][cH:39][cH:40][cH:41][cH:42]1>>[CH2:1]([CH3:2])[N:3]1[CH2:4][CH2:5][CH:6]([O:9][C:32]([CH2:31][CH2:16][CH:17]=[C:18]([CH3:19])[CH2:20][CH2:21][CH:22]=[C:23]([CH3:24])[CH2:25][CH2:26][CH:27]=[C:28]([CH3:29])[CH3:30])=[O:33])[CH2:7][CH2:8]1. Starting materials: CC(C=O)(C)C=1C=C2CCNC(C2=CC1)=O (2-Methyl-2-(1-oxo-1,2,3,4-tetrahydro-isoquinolin-6-yl)-propionaldehyde), BrC1=C(C=O)C(=CC=C1)Br (2,6-Dibromo-benzaldehyde), C([O-])([O-])=O.[Cs+].[Cs+] (cesium carbonate). The reagents and catalysts are C=1C=CC(=CC1)/C=C/C(=O)/C=C/C2=CC=CC=C2.C=1C=CC(=CC1)/C=C/C(=O)/C=C/C2=CC=CC=C2.[Pd] (bis(dibenzylideneacetone)palladium), CC1(C2=C(C(=CC=C2)P(C3=CC=CC=C3)C4=CC=CC=C4)OC5=C(C=CC=C51)P(C6=CC=CC=C6)C7=CC=CC=C7)C (xanthphos). The solvent is O1CCOCC1 (dioxane). Reaction conditions: temperature 100 celsius, time 2.5 hour. Product: BrC1=C(C=O)C(=CC=C1)N1C(C2=CC=C(C=C2CC1)C(C=O)(C)C)=O (2-Bromo-6-[6-(1,1-dimethyl-2-oxo-ethyl)-1-oxo-3,4-dihydro-1H-isoquinolin-2-yl]-benzaldehyde). Yield: 73.3%. As a reaction SMILES: [CH3:1][C:2]([C:6]1[CH:7]=[C:8]2[C:13](=[CH:14][CH:15]=1)[C:12](=[O:16])[NH:11][CH2:10][CH2:9]2)([CH3:5])[CH:3]=[O:4].[Br:17][C:18]1[CH:25]=[CH:24][CH:23]=[C:22](Br)[C:19]=1[CH:20]=[O:21].C(=O)([O-])[O-].[Cs+].[Cs+]>O1CCOCC1.C1C=CC(/C=C/C(/C=C/C2C=CC=CC=2)=O)=CC=1.C1C=CC(/C=C/C(/C=C/C2C=CC=CC=2)=O)=CC=1.[Pd].CC1(C)C2C(=C(P(C3C=CC=CC=3)C3C=CC=CC=3)C=CC=2)OC2C(P(C3C=CC=CC=3)C3C=CC=CC=3)=CC=CC1=2>[Br:17][C:18]1[CH:25]=[CH:24][CH:23]=[C:22]([N:11]2[CH2:10][CH2:9][C:8]3[C:13](=[CH:14][CH:15]=[C:6]([C:2]([CH3:1])([CH3:5])[CH:3]=[O:4])[CH:7]=3)[C:12]2=[O:16])[C:19]=1[CH:20]=[O:21] |f:2.3.4,6.7.8|. Reported procedure: 2-Methyl-2-(1-oxo-1,2,3,4-tetrahydro-isoquinolin-6-yl)-propionaldehyde (224 mg, 1.03 mmol), 2,6-Dibromo-benzaldehyde (1.09 g, 4 eq), xanthphos (27 mg, 0.03 eq) and cesium carbonate (470 mg, 1.4 eq) were taken up in dioxane (2 mL) and argon was bubbled through the mixture for 10 minutes, before adding bis(dibenzylideneacetone)palladium (18 mg, 0.03 eq). The resulting mixture was placed under an argon atmosphere and heated to 100° C. with stirring for 2.5 hours by which time all of the starting ma... Starting materials: C(C=C)C1=CC=C(C=2C(C=C(OC21)C2=NN=NN2)=O)OCCC(C)C (5-[8-allyl-5-(3-methylbutoxy)-4-oxo-4H-1-benzopyran-2-yl]tetrazole), OCC(N)(CO)CO (tris-(hydroxymethyl)methylamine). Run in C(C)O (ethanol), CCOCC (ether). Product: O.OCC(N)(CO)CO.C(C=C)C1=CC=C(C=2C(C=C(OC21)C2=NN=NN2)=O)OCCC(C)C.C(C=C)C2=CC=C(C=1C(C=C(OC12)C1=NN=NN1)=O)OCCC(C)C.OCC(CO)(CO)N (5-[8-allyl-5-(3-methylbutoxy)-4-oxo-4H-1-benzopyran-2-yl]tetrazole tris-(hydroxymethyl)methylamine salt hemihydrate). RXN SMILES: [CH2:1]([C:4]1[C:13]2[O:12][C:11]([C:14]3[NH:18][N:17]=[N:16][N:15]=3)=[CH:10][C:9](=[O:19])[C:8]=2[C:7]([O:20][CH2:21][CH2:22][CH:23]([CH3:25])[CH3:24])=[CH:6][CH:5]=1)[CH:2]=[CH2:3].[OH:26][CH2:27][C:28]([CH2:32][OH:33])([CH2:30][OH:31])[NH2:29]>C(O)C.CCOCC>[OH2:12].[OH:26][CH2:27][C:28]([CH2:32][OH:33])([CH2:30][OH:31])[NH2:29].[CH2:1]([C:4]1[C:13]2[O:12][C:11]([C:14]3[NH:15][N:16]=[N:17][N:18]=3)=[CH:10][C:9](=[O:19])[C:8]=2[C:7]([O:20][CH2:21][CH2:22][CH:23]([CH3:25])[CH3:24])=[CH:6][CH:5]=1)[CH:2]=[CH2:3].[CH2:1]([C:4]1[C:13]2[O:12][C:11]([C:14]3[NH:15][N:16]=[N:17][N:18]=3)=[CH:10][C:9](=[O:19])[C:8]=2[C:7]([O:20][CH2:21][CH2:22][CH:23]([CH3:25])[CH3:24])=[CH:6][CH:5]=1)[CH:2]=[CH2:3].[OH:20][CH2:7][C:8]([NH2:29])([CH2:9][OH:19])[CH2:13][OH:12] |f:4.5.6.7.8|. Reported procedure: 5 Parts of 5-[8-allyl-5-(3-methylbutoxy)-4-oxo-4H-1-benzopyran-2-yl]tetrazole and 1.76 parts of tris-(hydroxymethyl)methylamine were dissolved in ethanol with heating. The resulting solution was cooled, diluted with ether and the resulting crystalline solid was collected, washed with ether and dried in vacuo to give 5.6 parts of 5-[8-allyl-5-(3-methylbutoxy)-4-oxo-4H-1-benzopyran-2-yl]tetrazole tris-(hydroxymethyl)methylamine salt hemihydrate.